This data is from the Open Reaction Database (ORD), a public repository of structured organic reaction records. The task is: describe an organic reaction: reactants, conditions, products, and yield Reactants: C(C)NC1=C(C=CC(=C1)OC)C1CC=2C=CC(=CC2CC1)OC(C(C)(C)C)=O (pivalic acid 6-(2-ethylamino-4-methoxyphenyl)-5,6,7,8-tetrahydronaphthalen-2-yl ester), C(C)(C)(C)OC(=O)N1CCC(CC1)C1=CC(=CC=C1)C(=O)O (4-(3-carboxyphenyl)piperidine-1-carboxylic acid tert-butyl ester). Yields the product C(C)N(C1=C(C=CC(=C1)OC)C1CC=2C=CC(=CC2CC1)O)CC1=CC(=CC=C1)C1CCN(CC1)C (6-{2-{Ethyl[3-(1-methylpiperidin-4-yl)benzyl]amino}-4-methoxyphenyl}-5,6,7,8-tetrahydronaphthalen-2-ol). The yield is 38.4%. RXN SMILES: [CH2:1]([NH:3][C:4]1[CH:9]=[C:8]([O:10][CH3:11])[CH:7]=[CH:6][C:5]=1[CH:12]1[CH2:21][CH2:20][C:19]2[CH:18]=[C:17]([O:22]C(=O)C(C)(C)C)[CH:16]=[CH:15][C:14]=2[CH2:13]1)[CH3:2].C(O[C:34]([N:36]1[CH2:41][CH2:40][CH:39]([C:42]2[CH:47]=[CH:46][CH:45]=[C:44]([C:48](O)=O)[CH:43]=2)[CH2:38][CH2:37]1)=O)(C)(C)C>>[CH2:1]([N:3]([CH2:48][C:44]1[CH:45]=[CH:46][CH:47]=[C:42]([CH:39]2[CH2:38][CH2:37][N:36]([CH3:34])[CH2:41][CH2:40]2)[CH:43]=1)[C:4]1[CH:9]=[C:8]([O:10][CH3:11])[CH:7]=[CH:6][C:5]=1[CH:12]1[CH2:21][CH2:20][C:19]2[CH:18]=[C:17]([OH:22])[CH:16]=[CH:15][C:14]=2[CH2:13]1)[CH3:2]. Reported procedure: Synthesized from pivalic acid 6-(2-ethylamino-4-methoxyphenyl)-5,6,7,8-tetrahydronaphthalen-2-yl ester (80 mg) and 4-(3-carboxyphenyl)piperidine-1-carboxylic acid tert-butyl ester (100 mg) according to an analogous synthetic method to Example 337 described below, the title compound (39 mg) was obtained. Reactants: C(C1=CC=CC=C1)NC(=O)C=1N(C=C(C1)NC1=C2C3=C(C(NC2=NC=C1)=O)C=CC=C3)C (N-Benzyl-1-methyl-4-(6-oxo-5,6-dihydrobenzo[c][1,8]naphthyridin-1-ylamino)-1H-pyrrole-2-carboxamide), NC1=CC=CC=C1 (aniline). Product: CN1C(=CC(=C1)NC1=C2C3=C(C(NC2=NC=C1)=O)C=CC=C3)C(=O)NC3=CC=CC=C3 (1-Methyl-4-(6-oxo-5,6-dihydrobenzo[c][1,8]naphthyridin-1-ylamino)-N-phenyl-1H-pyrrole-2-carboxamide). RXN SMILES: C([NH:8][C:9]([C:11]1[N:12]([CH3:32])[CH:13]=[C:14]([NH:16][C:17]2[CH:26]=[CH:25][N:24]=[C:23]3[C:18]=2[C:19]2[CH:31]=[CH:30][CH:29]=[CH:28][C:20]=2[C:21](=[O:27])[NH:22]3)[CH:15]=1)=[O:10])C1C=CC=CC=1.N[C:34]1[CH:39]=[CH:38][CH:37]=[CH:36][CH:35]=1>>[CH3:32][N:12]1[CH:13]=[C:14]([NH:16][C:17]2[CH:26]=[CH:25][N:24]=[C:23]3[C:18]=2[C:19]2[CH:31]=[CH:30][CH:29]=[CH:28][C:20]=2[C:21](=[O:27])[NH:22]3)[CH:15]=[C:11]1[C:9]([NH:8][C:34]1[CH:39]=[CH:38][CH:37]=[CH:36][CH:35]=1)=[O:10]. Reported procedure: The title compound was synthesized according to the procedure described for the preparation of Example 300 using the carboxylic acid intermediate from example 310 and aniline to provide 312. LC-MS (M+H=410, obsd.=410). RXN SMILES: [OH:1][C:2]1[N:7]2[N:8]=[CH:9][N:10]=[C:6]2[N:5]=[CH:4][C:3]=1[C:11]([O:13]CC)=[O:12]>Cl>[OH:1][C:2]1[N:7]2[N:8]=[CH:9][N:10]=[C:6]2[N:5]=[CH:4][C:3]=1[C:11]([OH:13])=[O:12]. Yields the product OC1=C(C=NC=2N1N=CN2)C(=O)O (7-Hydroxy-1,2,4-triazolo[1,5-a]pyrimidine-6-carboxylic acid). Reactants: OC1=C(C=NC=2N1N=CN2)C(=O)OCC (ethyl 7-hydroxy-1,2,4-triazolo[1,5-a]-pyrimidine-6-carboxylate). Procedure: A mixture of ethyl 7-hydroxy-1,2,4-triazolo[1,5-a]-pyrimidine-6-carboxylate (5.6g. 25mM) and 2N hydrochloric acid (40ml) was heated under reflux for 5 hours. The reaction mixture was cooled and filtered to give the required product in 67.3% weight yield (3.30g). m.p. 296° C (decomposition). νmax (KBr disc) 1725 (acid C=O)cm-1 ; λmax (NaHCO3 solution) 293nm (εm 14,900); (Found: C, 40.27; H, 2.35; N, 30.49%. C6H4N4O3 requires C, 40.01; H, 2.24; N, 31.10%). Solvent: Cl (hydrochloric acid). The reactants are [Br-], BrCCCCCCCCBr, C[Si](C)(C)CCCBr, C[Si](C)(C)CCC[Mg+], [Cl-], [Li+], [Mg], C1CCOC1. Yields the product C[Si](C)(C)CCCCCCCCCCCBr. As a reaction SMILES: [Br-:1].[Br:19][CH2:20][CH2:21][CH2:22][CH2:23][CH2:24][CH2:25][CH2:26][CH2:27][Br:28].[CH3:10][Si:11]([CH3:12])([CH3:13])[CH2:14][CH2:15][CH2:16][Br:17].[CH3:2][Si:3]([CH2:4][CH2:5][CH2:6][Mg+:7])([CH3:8])[CH3:9].[Cl-:30].[Li+:29].[Mg:18].[O:31]1[CH2:32][CH2:33][CH2:34][CH2:35]1>>[CH3:2][Si:3]([CH2:4][CH2:5][CH2:6][CH2:27][CH2:26][CH2:25][CH2:24][CH2:23][CH2:22][CH2:21][CH2:20][Br:19])([CH3:8])[CH3:9]. The reactants are COC(C1=C(N=CC=C1)O)=O (2-hydroxynicotinic acid methyl ester), IN1C(CCC1=O)=O (N-iodosuccinimide). Run in C(Cl)Cl (methylene chloride). Product: COC(C1=C(N=CC(=C1)I)O)=O (2-hydroxy-5-iodonicotinic acid methyl ester). Yield: 82.3%. RXN SMILES: [CH3:1][O:2][C:3](=[O:11])[C:4]1[CH:9]=[CH:8][CH:7]=[N:6][C:5]=1[OH:10].[I:12]N1C(=O)CCC1=O>C(Cl)Cl>[CH3:1][O:2][C:3](=[O:11])[C:4]1[CH:9]=[C:8]([I:12])[CH:7]=[N:6][C:5]=1[OH:10]. Procedure: To a solution of 2-hydroxynicotinic acid methyl ester (3-067-02) (20 g) in methylene chloride (500 mL) was added N-iodosuccinimide (NIS, 38 g) at room temperature, and the reaction mixture was heated under reflux for 16 h, and evaporated. To the residue was added ethyl acetate (200 mL) and the reaction mixture was heated under reflux for 2 h. The insoluble solid was filtered to give 2-hydroxy-5-iodonicotinic acid methyl ester (3-067-03) (30 g, 81%) as a white solid. Starting materials: C([C@@H]1[C@H]([C@@H]([C@H]([C@H](O1)O[C@]2([C@H]([C@@H]([C@H](O2)CO)O)O)CO)O)O)O)O (Sucrose), C(C)(=O)O (acetic acid), C1(=CC=C(C=C1)S(=O)(=O)O)C (p-toluenesulfonic acid), C([O-])([O-])=O.[Na+].[Na+] (Sodium carbonate), sucrose diacetate, sucrose triacetate. Conditions: temperature 100 celsius. Product: C([C@@H]1[C@H]([C@@H]([C@H]([C@H](O1)O[C@]2([C@H]([C@@H]([C@H](O2)CO)O)O)CO)O)O)O)O.C(C)(=O)[O-] (sucrose acetate). Yield: 95.0%. As a reaction SMILES: [CH2:1]([OH:23])[C@H:2]1[O:7][C@H:6]([O:8][C@:9]2([CH2:18][OH:19])[O:13][C@H:12]([CH2:14][OH:15])[C@@H:11]([OH:16])[C@@H:10]2[OH:17])[C@H:5]([OH:20])[C@@H:4]([OH:21])[C@@H:3]1[OH:22].[C:24]([OH:27])(=[O:26])[CH3:25].C1(C)C=CC(S(O)(=O)=O)=CC=1.C(=O)([O-])[O-].[Na+].[Na+]>>[CH2:1]([OH:23])[C@H:2]1[O:7][C@H:6]([O:8][C@:9]2([CH2:18][OH:19])[O:13][C@H:12]([CH2:14][OH:15])[C@@H:11]([OH:16])[C@@H:10]2[OH:17])[C@H:5]([OH:20])[C@@H:4]([OH:21])[C@@H:3]1[OH:22].[C:24]([O-:27])(=[O:26])[CH3:25] |f:3.4.5,6.7|. Procedure: Sucrose (34.2 g; 0.1 moles) can be mixed with acetic acid (50 g; 0.83 moles) and p-toluenesulfonic acid (0.2 g; 0.001 moles). The reaction mixture can then be heated to 100° C. for three hours. Sodium carbonate (0.1 g; 0.001 moles) can be added in order to neutralize the acid catalyst. Excess acetic acid can be removed at reduced pressure in a rotary evaporator. About 40 g of a partially esterified sucrose acetate (about 95 percent yield) containing about 70 weight percent sucrose diacetate and ... Reactants: C(C)(C)(C)OC(=O)N1C[C@H]([C@@H](C1)CN(C(C1=CC(=C(C=C1)OC)OCCCOC)=O)C(C)C)C=O ((3S,4R)-3-formyl-4-({isopropyl-[4-methoxy-3-(3-methoxy-propoxy)-benzoyl]-amino}-methyl)-pyrrolidine-1-carboxylic acid tert-butyl ester), C(C)N (ethylamine), C(C)(=O)O[BH-](OC(C)=O)OC(C)=O.[Na+] (sodium triacetoxyborohydride). The solvent is ClCCCl (1,2-dichloroethane). Reaction conditions: time 8 hour. Yields the product C(C)NC[C@H]1[C@@H](CNC1)CN(C(C1=CC(=C(C=C1)OC)OCCCOC)=O)C(C)C (N-((3S*,4R*)-4-Ethylaminomethyl-pyrrolidin-3-ylmethyl)-N-isopropyl4-methoxy-3-(3-methoxy-propoxy)-benzamide). As a reaction SMILES: C(OC([N:8]1[CH2:12][C@@H:11]([CH2:13][N:14]([CH:31]([CH3:33])[CH3:32])[C:15](=[O:30])[C:16]2[CH:21]=[CH:20][C:19]([O:22][CH3:23])=[C:18]([O:24][CH2:25][CH2:26][CH2:27][O:28][CH3:29])[CH:17]=2)[C@H:10]([CH:34]=O)[CH2:9]1)=O)(C)(C)C.[CH2:36]([NH2:38])[CH3:37].C(O[BH-](OC(=O)C)OC(=O)C)(=O)C.[Na+]>ClCCCl>[CH2:36]([NH:38][CH2:34][C@@H:10]1[CH2:9][NH:8][CH2:12][C@H:11]1[CH2:13][N:14]([CH:31]([CH3:33])[CH3:32])[C:15](=[O:30])[C:16]1[CH:21]=[CH:20][C:19]([O:22][CH3:23])=[C:18]([O:24][CH2:25][CH2:26][CH2:27][O:28][CH3:29])[CH:17]=1)[CH3:37] |f:2.3|. Procedure: The corresponding enantiomer N-((3S,4R)-4-Ethylaminomethyl-pyrrolidin-3-ylmethyl)-N-isopropyl-4-methoxy-3-(3-methoxy-propoxy)-benzamide is obtained as follows: A solution of (3S,4R)-3-formyl-4-({isopropyl-[4-methoxy-3-(3-methoxy-propoxy)-benzoyl]-amino}-methyl)-pyrrolidine-1-carboxylic acid tert-butyl ester (1.27 g, 2.58 mmol) and gaseous ethylamine (0.704 g, 15.5 mmol; Fluka 02940) in 1,2-dichloroethane (10 mL) is stirred at room temperature for 30 min, then sodium triacetoxyborohydride (1.37 g...